describe an organic reaction: reactants, conditions, products, and yield From a dataset of the Open Reaction Database (ORD), a public repository of structured organic reaction records. Yields the product NC(=O)C(F)(F)C(O)(Cn1cncn1)c1ccc(F)cc1F. Reaction SMILES: [CH3:26][CH2:27][OH:28].[F:1][c:2]1[c:3]([C:9]([C:10]([C:11](=[O:12])[O:13][CH2:14][CH3:15])([F:16])[F:17])([CH2:18][n:19]2[n:20][cH:21][n:22][cH:23]2)[OH:24])[cH:4][cH:5][c:6]([F:8])[cH:7]1.[NH3:25]>>[F:1][c:2]1[c:3]([C:9]([C:10]([C:11](=[O:12])[NH2:25])([F:16])[F:17])([CH2:18][n:19]2[n:20][cH:21][n:22][cH:23]2)[OH:24])[cH:4][cH:5][c:6]([F:8])[cH:7]1. Reactants: CCO, CCOC(=O)C(F)(F)C(O)(Cn1cncn1)c1ccc(F)cc1F, N. Starting materials: COc1cc(OC)cc(C(O)c2cccc(OCc3ccccc3)c2)c1, ClCCl, O=[Mn]=O. Product: COc1cc(OC)cc(C(=O)c2cccc(OCc3ccccc3)c2)c1. As a reaction SMILES: [CH2:1]([c:2]1[cH:3][cH:4][cH:5][cH:6][cH:7]1)[O:8][c:9]1[cH:10][c:11]([CH:15]([OH:16])[c:17]2[cH:18][c:19]([O:25][CH3:26])[cH:20][c:21]([O:23][CH3:24])[cH:22]2)[cH:12][cH:13][cH:14]1.[Cl:27][CH2:28][Cl:29].[O:30]=[Mn:31]=[O:32]>>[CH2:1]([c:2]1[cH:3][cH:4][cH:5][cH:6][cH:7]1)[O:8][c:9]1[cH:10][c:11]([C:15](=[O:16])[c:17]2[cH:18][c:19]([O:25][CH3:26])[cH:20][c:21]([O:23][CH3:24])[cH:22]2)[cH:12][cH:13][cH:14]1. The reactants are FC1=C(C=CC=C1)NC(NC1=CC=C(C=C1)C=1C=C2CN(C(C2=CC1)=O)[C@H](C(=O)OC)C(C)C)=S ((S)-Methyl 2-(5-(4-(3-(2-fluorophenyl)thioureido)phenyl)-1-oxoisoindolin-2-yl)-3-methylbutanoate), NC1=CC=C(C=C1)C=1C=C2CN(C(C2=CC1)=O)[C@H](C(=O)OC)C(C)C ((S)-Methyl 2-(5-(4-aminophenyl)-1-oxoisoindolin-2-yl)-3-methylbutanoate), CC1=C(C=CC=C1)N=C=S (2-methyl phenyl isothiocyanate), compound, compound. Yields the product CC([C@@H](C(=O)OC)N1C(C2=CC=C(C=C2C1)C1=CC=C(C=C1)NC(=S)NC1=C(C=CC=C1)C)=O)C ((S)-Methyl 3-methyl-2-(1-oxo-5-(4-(3-o-tolylthioureido)phenyl)isoindolin-2-yl)butanoate). Reaction SMILES: F[C:2]1[CH:7]=[CH:6][CH:5]=[CH:4][C:3]=1[NH:8][C:9](=[S:35])[NH:10][C:11]1[CH:16]=[CH:15][C:14]([C:17]2[CH:18]=[C:19]3[C:23](=[CH:24][CH:25]=2)[C:22](=[O:26])[N:21]([C@@H:27]([CH:32]([CH3:34])[CH3:33])[C:28]([O:30][CH3:31])=[O:29])[CH2:20]3)=[CH:13][CH:12]=1.N[C:37]1C=CC(C2C=C3C(=CC=2)C(=O)N([C@@H](C(C)C)C(OC)=O)C3)=CC=1.CC1C=CC=CC=1N=C=S>>[CH3:33][CH:32]([CH3:34])[C@H:27]([N:21]1[CH2:20][C:19]2[C:23](=[CH:24][CH:25]=[C:17]([C:14]3[CH:15]=[CH:16][C:11]([NH:10][C:9]([NH:8][C:3]4[CH:4]=[CH:5][CH:6]=[CH:7][C:2]=4[CH3:37])=[S:35])=[CH:12][CH:13]=3)[CH:18]=2)[C:22]1=[O:26])[C:28]([O:30][CH3:31])=[O:29]. Reported procedure: The compound of example 272 was prepared analogous to compound of example 256 by reaction of compound of example 223 with 2-methyl phenyl isothiocyanate. The compound of example 272 was used directly without isolation, for the preparation of compound of example 273. Reactants: COC1=CC(=C(OCC(=O)OC)C=C1)NC(C1=CC=C(C=C1)OCCCCC1=CC=CC=C1)=O (methyl 4-methoxy-2-[p-(4-phenylbutoxy)benzamido]phenoxyacetate), [OH-].[Na+] (sodium hydroxide), Cl (hydrochloric acid). The solvent is CO (methanol), O (water). Conditions: temperature 60 celsius, time 2 hour. Product: COC1=CC(=C(OCC(=O)O)C=C1)NC(C1=CC=C(C=C1)OCCCCC1=CC=CC=C1)=O (4-methoxy-2-[p-(4-phenylbutoxy)benzamido]phenoxyacetic acid). The yield is 76.4%. As a reaction SMILES: [CH3:1][O:2][C:3]1[CH:14]=[CH:13][C:6]([O:7][CH2:8][C:9]([O:11]C)=[O:10])=[C:5]([NH:15][C:16](=[O:34])[C:17]2[CH:22]=[CH:21][C:20]([O:23][CH2:24][CH2:25][CH2:26][CH2:27][C:28]3[CH:33]=[CH:32][CH:31]=[CH:30][CH:29]=3)=[CH:19][CH:18]=2)[CH:4]=1.[OH-].[Na+].Cl>CO.O>[CH3:1][O:2][C:3]1[CH:14]=[CH:13][C:6]([O:7][CH2:8][C:9]([OH:11])=[O:10])=[C:5]([NH:15][C:16](=[O:34])[C:17]2[CH:22]=[CH:21][C:20]([O:23][CH2:24][CH2:25][CH2:26][CH2:27][C:28]3[CH:33]=[CH:32][CH:31]=[CH:30][CH:29]=3)=[CH:19][CH:18]=2)[CH:4]=1 |f:1.2|. Procedure: In 25 ml of 90% methanol was suspended 0.54 g of methyl 4-methoxy-2-[p-(4-phenylbutoxy)benzamido]phenoxyacetate obtained in Example 95. To the suspension wad added 10 ml of a 1N sodium hydroxide aqueous solution followed by stirring at 60° C. for 2 hours. The reaction mixture was diluted with 50 ml of water and the system was rendered acidic with 7 ml of 2N hydrochloric acid. Extraction was performed with ethyl acetate. After the organic layer was washed water and dried over anhydrous magnesium ... Reactants: [OH-].[Na+] (sodium hydroxide), CC(C(=O)O)CCCC(C1=CC=C(C=C1)C)=O (methyl 5-(4-methylbenzoyl)pentanoic acid). Run in CO (methanol). Yields the product CC1=CC=C(C(=O)CCCCC(=O)O)C=C1 (5-(4-methylbenzoyl)pentanoic acid). Yield: 33.4%. RXN SMILES: [OH-].[Na+].C[CH:4]([CH2:8][CH2:9][CH2:10][C:11](=[O:19])[C:12]1[CH:17]=[CH:16][C:15]([CH3:18])=[CH:14][CH:13]=1)[C:5]([OH:7])=[O:6]>CO>[CH3:18][C:15]1[CH:16]=[CH:17][C:12]([C:11]([CH2:10][CH2:9][CH2:8][CH2:4][C:5]([OH:7])=[O:6])=[O:19])=[CH:13][CH:14]=1 |f:0.1|. Procedure: Then, 1N sodium hydroxide (30 ml) is added to a solution of methyl 5-(4-methylbenzoyl)pentanoic acid (3.5 g) in methanol (100 ml) and the mixture heated under reflux for 5 hours. The methanol is removed in vacuo and water added to the residue. The resulting mixture is filtered and the filtrate acidified with 3N hydrochloric acid. The precipitate is collected by filtration and washed with water to provide 5-(4-methylbenzoyl)pentanoic acid (1.1 g) as colorless crystals, m.p. 147°-148° C. The struc... Starting materials: CC(C)(C)[O-], N#CCCl, [K+], C1CCOC1, S=C=S, CC(S)c1ccccc1. Product: CC(SC(=S)SCC#N)c1ccccc1. RXN SMILES: [CH3:1][C:2]([CH3:3])([O-:4])[CH3:5].[Cl:19][CH2:20][C:21]#[N:22].[K+:6].[O:23]1[CH2:24][CH2:25][CH2:26][CH2:27]1.[S:16]=[C:17]=[S:18].[c:7]1([CH:13]([CH3:14])[SH:15])[cH:8][cH:9][cH:10][cH:11][cH:12]1>>[c:7]1([CH:13]([CH3:14])[S:15][C:17]([S:16][CH2:20][C:21]#[N:22])=[S:18])[cH:8][cH:9][cH:10][cH:11][cH:12]1. The reactants are CC(C)C(=O)Nc1cccc(C2CCN(CCCCCC(O)c3ccc(Cl)cc3)CC2)c1, Oc1ccc(Cl)cc1. The product is CC(C)C(=O)Nc1cccc(C2CCN(CCCCCC(Oc3ccc(Cl)cc3)c3ccc(Cl)cc3)CC2)c1. Reaction SMILES: [Cl:9][c:10]1[cH:11][cH:12][c:13]([CH:16]([CH2:17][CH2:18][CH2:19][CH2:20][CH2:21][N:22]2[CH2:23][CH2:24][CH:25]([c:28]3[cH:29][c:30]([NH:34][C:35]([CH:36]([CH3:37])[CH3:38])=[O:39])[cH:31][cH:32][cH:33]3)[CH2:26][CH2:27]2)[OH:40])[cH:14][cH:15]1.[OH:1][c:2]1[cH:3][cH:4][c:5]([Cl:6])[cH:7][cH:8]1>>[O:1]([c:2]1[cH:3][cH:4][c:5]([Cl:6])[cH:7][cH:8]1)[CH:16]([c:13]1[cH:12][cH:11][c:10]([Cl:9])[cH:15][cH:14]1)[CH2:17][CH2:18][CH2:19][CH2:20][CH2:21][N:22]1[CH2:23][CH2:24][CH:25]([c:28]2[cH:29][c:30]([NH:34][C:35]([CH:36]([CH3:37])[CH3:38])=[O:39])[cH:31][cH:32][cH:33]2)[CH2:26][CH2:27]1. Reactants: NC=1C=C(C=C(C1)C1=CC=CC=C1)NC(C)=O (N-(5-aminobiphenyl-3-yl)acetamide), BrC1=CC(=C(C=C1)F)[N+](=O)[O-] (4-bromo-1-fluoro-2-nitrobenzene), [F-].[K+] (potassium fluoride). Solvent: CN(C)C=O (DMF). Product: BrC1=CC(=C(C=C1)NC=1C=C(C=C(C1)C1=CC=CC=C1)NC(C)=O)[N+](=O)[O-] (N-(5-(4-bromo-2-nitrophenylamino)biphenyl-3-yl)acetamide). Isolated yield 52.0%. RXN SMILES: [NH2:1][C:2]1[CH:3]=[C:4]([NH:14][C:15](=[O:17])[CH3:16])[CH:5]=[C:6]([C:8]2[CH:13]=[CH:12][CH:11]=[CH:10][CH:9]=2)[CH:7]=1.[Br:18][C:19]1[CH:24]=[CH:23][C:22](F)=[C:21]([N+:26]([O-:28])=[O:27])[CH:20]=1.[F-].[K+]>CN(C=O)C>[Br:18][C:19]1[CH:24]=[CH:23][C:22]([NH:1][C:2]2[CH:3]=[C:4]([NH:14][C:15](=[O:17])[CH3:16])[CH:5]=[C:6]([C:8]3[CH:13]=[CH:12][CH:11]=[CH:10][CH:9]=3)[CH:7]=2)=[C:21]([N+:26]([O-:28])=[O:27])[CH:20]=1 |f:2.3|. Reported procedure: A solution of N-(5-aminobiphenyl-3-yl)acetamide (1 g, 4.54 mmol), 4-bromo-1-fluoro-2-nitrobenzene (1.03 g, 4.54 mmol, 1.0 eq.) and potassium fluoride (0.26 g, 4.54 mmol, 1.0 eq.) in DMF (5 ml) was heated at 100° C. for 12 h. The mixture was quenched and extracted as in Example 1(d). The solvent was distilled off and the residue was purified by column chromatography (60-120 silica gel, 50% ethyl acetate in hexane) to give the product in 52% yield (1 g). The reactants are CCO, NC1CCc2cc(F)ccc2C1N, O, S=C=S. The product is Fc1ccc2c(c1)CCC1NC(=S)NC21. Reaction SMILES: [CH3:18][CH2:19][OH:20].[NH2:1][CH:2]1[CH:3]([NH2:13])[CH2:4][CH2:5][c:6]2[cH:7][c:8]([F:12])[cH:9][cH:10][c:11]21.[OH2:17].[S:14]=[C:15]=[S:16]>>[NH:1]1[CH:2]2[CH:3]([CH2:4][CH2:5][c:6]3[cH:7][c:8]([F:12])[cH:9][cH:10][c:11]32)[NH:13][C:15]1=[S:14].